This data is from the Open Reaction Database (ORD), a public repository of structured organic reaction records. The task is: describe an organic reaction: reactants, conditions, products, and yield The reactants are CC(=O)OC(C)=O, COc1ccnc(CCc2nc3cc(-c4ccc(N)cc4)cnc3[nH]2)c1, ClCCl. The product is COc1ccnc(CCc2nc3cc(-c4ccc(NC(C)=O)cc4)cnc3[nH]2)c1. As a reaction SMILES: [C:1]([CH3:2])(=[O:3])[O:4][C:5](=[O:6])[CH3:7].[CH3:8][O:9][c:10]1[cH:11][c:12]([CH2:16][CH2:17][c:18]2[n:19][c:20]3[c:21]([n:22][cH:23][c:24](-[c:26]4[cH:27][cH:28][c:29]([NH2:32])[cH:30][cH:31]4)[cH:25]3)[nH:33]2)[n:13][cH:14][cH:15]1.[Cl:34][CH2:35][Cl:36]>>[C:1]([CH3:2])(=[O:3])[NH:32][c:29]1[cH:28][cH:27][c:26](-[c:24]2[cH:23][n:22][c:21]3[c:20]([n:19][c:18]([CH2:17][CH2:16][c:12]4[cH:11][c:10]([O:9][CH3:8])[cH:15][cH:14][n:13]4)[nH:33]3)[cH:25]2)[cH:31][cH:30]1. The reactants are CCN1c2ncc(C=Cc3ccccc3)cc2C(=O)N(C)c2cccnc21, CCOC(C)=O, [H][H], O=[Pt]. Yields the product CCN1c2ncc(CCc3ccccc3)cc2C(=O)N(C)c2cccnc21. Reaction SMILES: [CH2:1]([CH3:2])[N:3]1[c:4]2[c:5]([cH:24][cH:25][cH:26][n:27]2)[N:6]([CH3:23])[C:7](=[O:22])[c:8]2[c:9]1[n:10][cH:11][c:12]([CH:14]=[CH:15][c:16]1[cH:17][cH:18][cH:19][cH:20][cH:21]1)[cH:13]2.[CH3:30][CH2:31][O:32][C:33](=[O:34])[CH3:35].[H:28][H:29].[Pt:36]=[O:37]>>[CH2:1]([CH3:2])[N:3]1[c:4]2[c:5]([cH:24][cH:25][cH:26][n:27]2)[N:6]([CH3:23])[C:7](=[O:22])[c:8]2[c:9]1[n:10][cH:11][c:12]([CH2:14][CH2:15][c:16]1[cH:17][cH:18][cH:19][cH:20][cH:21]1)[cH:13]2. Starting materials: N(=NC(=O)[O-])C(=O)OC(C)(C)C (tert-butyl azodicarboxylate), OC1=C2C(N(C=NC2=CC=C1OC)COC(C(C)(C)C)=O)=O (5-hydroxy-6-methoxy-3-pivaloyloxymethyl-3,4-dihydroquinazolin-4-one), C1(=CC=CC=C1)P(C1=CC=CC=C1)C1=CC=CC=C1 (triphenylphosphine), OC1CCN(CC1)C (4-hydroxy-1-methylpiperidine), N (ammonia). Solvent: C(Cl)Cl (methylene chloride), C(Cl)Cl (methylene chloride). Conditions: temperature 5 celsius, time 1 hour. Yields the product COC=1C(=C2C(NC=NC2=CC1)=O)OC1CCN(CC1)C (6-methoxy-5-(N-methylpiperidin-4-yloxy)-3,4-dihydroquinazolin-4-one). Yield: 62.8%. Reaction SMILES: N(C(OC(C)(C)C)=O)=NC([O-])=O.[OH:13][C:14]1[C:23]([O:24][CH3:25])=[CH:22][CH:21]=[C:20]2[C:15]=1[C:16](=[O:34])[N:17](COC(=O)C(C)(C)C)[CH:18]=[N:19]2.C1(P(C2C=CC=CC=2)C2C=CC=CC=2)C=CC=CC=1.O[CH:55]1[CH2:60][CH2:59][N:58]([CH3:61])[CH2:57][CH2:56]1.N>C(Cl)Cl>[CH3:25][O:24][C:23]1[C:14]([O:13][CH:55]2[CH2:60][CH2:59][N:58]([CH3:61])[CH2:57][CH2:56]2)=[C:15]2[C:20](=[CH:21][CH:22]=1)[N:19]=[CH:18][NH:17][C:16]2=[O:34]. Procedure details: A solution of di-(tert-butyl azodicarboxylate (1.75 g) in methylene chloride (3 ml) was added to a stirred mixture of 5-hydroxy-6-methoxy-3-pivaloyloxymethyl-3,4-dihydroquinazolin-4-one (1.55 g), triphenylphosphine (1.99 g), 4-hydroxy-1-methylpiperidine (0.75 g) and methylene chloride (12 ml) which had been cooled to 5° C. The mixture was stirred at ambient temperature for 1 hour. The mixture was evaporated and the residue was purified by column chromatography on silica using a 9:10:1 mixture of... The reactants are O=C1OC(=O)c2ccccc21, Nc1n[nH]c2ccc(C(F)(F)F)cc12, C1COCCO1. Product: O=C1c2ccccc2C(=O)N1c1n[nH]c2ccc(C(F)(F)F)cc12. Reaction SMILES: [C:1]1(=[O:11])[O:2][C:3](=[O:10])[c:4]2[cH:5][cH:6][cH:7][cH:8][c:9]21.[F:12][C:13]([c:14]1[cH:15][c:16]2[c:17]([NH2:23])[n:18][nH:19][c:20]2[cH:21][cH:22]1)([F:24])[F:25].[O:26]1[CH2:27][CH2:28][O:29][CH2:30][CH2:31]1>>[C:1]1(=[O:11])[c:9]2[c:4]([cH:5][cH:6][cH:7][cH:8]2)[C:3](=[O:10])[N:23]1[c:17]1[c:16]2[cH:15][c:14]([C:13]([F:12])([F:24])[F:25])[cH:22][cH:21][c:20]2[nH:19][n:18]1. The reactants are C#C (acetylene), C=O (formaldehyde), ( c ), C(C)(=O)OC(CCCOC(C)=O)(O)O (1,4-diacetoxybutanediol). The solvent is O (water). The product is C(CCCO)O (1,4-butanediol), C(C#CC)(O)O (butynediol), ( e ), C(C)(=O)OCCCCOC(C)=O (1,4-diacetoxybutane). As a reaction SMILES: C#C.C=O.[C:5]([O:8][C:9](O)([OH:17])[CH2:10][CH2:11][CH2:12][O:13][C:14](=[O:16])[CH3:15])(=[O:7])[CH3:6]>O>[CH2:12]([OH:13])[CH2:11][CH2:10][CH2:9][OH:8].[CH:9]([OH:17])([OH:8])[C:10]#[C:11][CH3:12].[C:5]([O:8][CH2:9][CH2:10][CH2:11][CH2:12][O:13][C:14](=[O:16])[CH3:15])(=[O:7])[CH3:6]. Reported procedure: Both 1,4-butanediol and tetrahydrofuran are useful as a solvent and raw materials for organic synthesis such as polymeric material. They have been produced through various ways. For example, tetrahydrofuran is produced by (a) catalytic hydrogenation of furan which has been obtained by elimination of carbonyl group from furfural, (b) dehydration cyclization of butanediol obtained by hydrogenation of butynediol which is a reaction product of acetylene and formaldehyde and (c) reaction of 1,4-diace...